This data is from the Open Reaction Database (ORD), a public repository of structured organic reaction records. The task is: describe an organic reaction: reactants, conditions, products, and yield Reported procedure: To a stirred solution of 1-methylpiperazine (1.66 mL, 15 mmol) in isopropanol (30 mL) at rt was added trimethylsilylisocyanate (2.8 mL, 21 mmol) and the resulting solution stirred overnight. The volatiles were removed in vacuo to give 4-methyl-piperazine-1-carboxylic acid amide (2.6 g, quant.) as an oil which slowly crystallised on standing; 1H-NMR (300 MHz, CDCl3) 4.62 (2H, s), 3.40 (4H, t), 2.39 (4H, t), 2.29 (3H, s); m/z (ES+) 143 [M+H]+. Reactants: CN1CCNCC1 (1-methylpiperazine), C[Si](C)(C)N=C=O (trimethylsilylisocyanate). Isolated yield 121.1%. The solvent is C(C)(C)O (isopropanol). Reaction conditions: time 8 hour. Product: CN1CCN(CC1)C(=O)N (4-methyl-piperazine-1-carboxylic acid amide). As a reaction SMILES: [CH3:1][N:2]1[CH2:7][CH2:6][NH:5][CH2:4][CH2:3]1.C[Si]([N:12]=[C:13]=[O:14])(C)C>C(O)(C)C>[CH3:1][N:2]1[CH2:7][CH2:6][N:5]([C:13]([NH2:12])=[O:14])[CH2:4][CH2:3]1. Starting materials: Cc1c(C(=O)O)c2cc([N+](=O)[O-])ccc2n1Cc1ccccc1, CO, CCOC(C)=O, [NH-]Cc1ccc(F)c(F)c1. The product is Cc1c(C(=O)O)c2cc(N)ccc2n1Cc1ccccc1, [NH-]Cc1ccc(F)c(F)c1. RXN SMILES: [CH2:1]([c:2]1[cH:3][cH:4][cH:5][cH:6][cH:7]1)[n:8]1[c:9]([CH3:23])[c:10]([C:20](=[O:21])[OH:22])[c:11]2[cH:12][c:13]([N+:17]([O-:18])=[O:19])[cH:14][cH:15][c:16]12.[CH3:34][OH:35].[CH3:36][CH2:37][O:38][C:39]([CH3:40])=[O:41].[F:24][c:25]1[cH:26][c:27]([CH2:28][NH-:29])[cH:30][cH:31][c:32]1[F:33]>>[CH2:1]([c:2]1[cH:3][cH:4][cH:5][cH:6][cH:7]1)[n:8]1[c:9]([CH3:23])[c:10]([C:20](=[O:21])[OH:22])[c:11]2[cH:12][c:13]([NH2:17])[cH:14][cH:15][c:16]12.[F:24][c:25]1[cH:26][c:27]([CH2:28][NH-:29])[cH:30][cH:31][c:32]1[F:33]. Reactants: CC1=CC(=NC(=C1)C)C (s-collidine), BrCC1=C(C=CC(=C1)OC1CCCC1)F (2-bromomethyl-4-cyclopentyloxy-1-fluorobenzene), CS(=O)C (dimethylsulfoxide). Run at temperature 150 celsius. Product: C1(CCCC1)OC=1C=CC(=C(C=O)C1)F (5-Cyclopentyloxy-2-fluorobenzaldehyde). As a reaction SMILES: CC1C=C(C)N=C(C)C=1.Br[CH2:11][C:12]1[CH:17]=[C:16]([O:18][CH:19]2[CH2:23][CH2:22][CH2:21][CH2:20]2)[CH:15]=[CH:14][C:13]=1[F:24].CS(C)=[O:27]>>[CH:19]1([O:18][C:16]2[CH:15]=[CH:14][C:13]([F:24])=[C:12]([CH:17]=2)[CH:11]=[O:27])[CH2:23][CH2:22][CH2:21][CH2:20]1. Procedure: 1.9 ml of s-collidine (14.3 mmol) are introduced into a solution of 3 g of 2-bromomethyl-4-cyclopentyloxy-1-fluorobenzene (11 mmol) in 65 ml of dimethylsulfoxide. The mixture is heated at 150° C. for 25 minutes and is then cooled to room temperature. The solvent is evaporated off and the title product is isolated by chromatography on a column of silica (eluent: 96/4 cyclohexane/ethyl acetate). 1.1 g of a yellow oil are obtained: Reactants: [Br-].C(=O)(OC)C1=CC=C(C[P+](C2=CC=CC=C2)(C2=CC=CC=C2)C2=CC=CC=C2)C=C1 (4-carbomethoxybenzyl triphenylphosphonium bromide), CC(C)([O-])C.[K+] (potassium tert-butoxide), C1(CCCCC1)C(C=O)N1C(=NC2=C1C=C(C(=C2)F)F)C=2C(=NC(=CC2)OC)OC (cyclohexyl-[2-(2,6-dimethoxy-pyridin-3-yl)-5,6-difluoro-benzoimidazol-1-yl]-acetaldehyde). The solvent is O1CCCC1 (tetrahydrofuran). Run at time 15 minute. Product: COC(C1=CC=C(C=C1)\C=C\C(N1C(=NC2=C1C=C(C(=C2)F)F)C=2C(=NC(=CC2)OC)OC)C2CCCCC2)=O (4-{(E)-3-Cyclohexyl-3-[2-(2,6-dimethoxy-pyridin-3-yl)-5,6-difluoro-benzoimidazol-1-yl]-propenyl}-benzoic acid methyl ester). As a reaction SMILES: [Br-].[C:2]([C:6]1[CH:31]=[CH:30][C:9]([CH2:10][P+](C2C=CC=CC=2)(C2C=CC=CC=2)C2C=CC=CC=2)=[CH:8][CH:7]=1)([O:4][CH3:5])=[O:3].CC(C)([O-])C.[K+].[CH:38]1([CH:44]([N:47]2[C:51]3[CH:52]=[C:53]([F:57])[C:54]([F:56])=[CH:55][C:50]=3[N:49]=[C:48]2[C:58]2[C:59]([O:66][CH3:67])=[N:60][C:61]([O:64][CH3:65])=[CH:62][CH:63]=2)[CH:45]=O)[CH2:43][CH2:42][CH2:41][CH2:40][CH2:39]1>O1CCCC1>[CH3:5][O:4][C:2](=[O:3])[C:6]1[CH:7]=[CH:8][C:9](/[CH:10]=[CH:45]/[CH:44]([CH:38]2[CH2:43][CH2:42][CH2:41][CH2:40][CH2:39]2)[N:47]2[C:51]3[CH:52]=[C:53]([F:57])[C:54]([F:56])=[CH:55][C:50]=3[N:49]=[C:48]2[C:58]2[C:59]([O:66][CH3:67])=[N:60][C:61]([O:64][CH3:65])=[CH:62][CH:63]=2)=[CH:30][CH:31]=1 |f:0.1,2.3|. Procedure: To a solution of 296 mg (0.60 mmol) 4-carbomethoxybenzyl triphenylphosphonium bromide in 5 ml tetrahydrofuran was added 68 mg (0.602 mmol) potassium tert-butoxide at 0° C. and the reaction mixture was stirred for 15 min. Then, 250 mg (0.60 mmol) cyclohexyl-[2-(2,6-dimethoxy-pyridin-3-yl)-5,6-difluoro-benzoimidazol-1-yl]-acetaldehyde was added at 0° C. The cooling bath was removed and the reaction mixture was stirred for 4 hours at room temperature. The reaction was poured on 30 ml 10% aqueous ci... Solvent: O1CCCC1 (tetrahydrofuran). Yields the product OC(C)C=1C=C(C=CC1)NC(NCC(=O)N(C1=CC(=CC=C1)OC)CC(=O)N(C1=CC=CC=C1)C)=O ((RS)-2-[2-{3-[3-(1-hydroxyethyl)phenyl]ureido}-N-(3-methoxyphenyl)acetamido]-N-methyl-N-phenylacetamide). Procedure: 2-[N-(3-Methoxyphenyl)isocyanatoacetamido]-N-methyl-N-phenylacetamide (3 g) is added at a temperature in the region of 20° C. to a solution, maintained under an argon atmosphere, of 3-(1-hydroxyethyl)aniline (1.1 g) in anhydrous tetrahydrofuran (20 cc). The solution obtained is stirred for 16 hours at a temperature in the region of 20° C. and then concentrated to dryness under reduced pressure (2.7 kPa) at 40° C. The residual oil is purified by chromatography on silica (0.063-0.2 mm) (150 g) con... Yield: 43.2%. Conditions: temperature 20 celsius, time 16 hour. As a reaction SMILES: [CH3:1][O:2][C:3]1[CH:4]=[C:5]([N:9]([CH2:16][C:17]([N:19]([CH3:26])[C:20]2[CH:25]=[CH:24][CH:23]=[CH:22][CH:21]=2)=[O:18])[C:10](=[O:15])[CH2:11][N:12]=[C:13]=[O:14])[CH:6]=[CH:7][CH:8]=1.[OH:27][CH:28]([C:30]1[CH:31]=[C:32]([CH:34]=[CH:35][CH:36]=1)[NH2:33])[CH3:29]>O1CCCC1>[OH:27][CH:28]([C:30]1[CH:31]=[C:32]([NH:33][C:13](=[O:14])[NH:12][CH2:11][C:10]([N:9]([CH2:16][C:17]([N:19]([CH3:26])[C:20]2[CH:25]=[CH:24][CH:23]=[CH:22][CH:21]=2)=[O:18])[C:5]2[CH:6]=[CH:7][CH:8]=[C:3]([O:2][CH3:1])[CH:4]=2)=[O:15])[CH:34]=[CH:35][CH:36]=1)[CH3:29]. The reactants are COC=1C=C(C=CC1)N(C(CN=C=O)=O)CC(=O)N(C1=CC=CC=C1)C (2-[N-(3-Methoxyphenyl)isocyanatoacetamido]-N-methyl-N-phenylacetamide), OC(C)C=1C=C(N)C=CC1 (3-(1-hydroxyethyl)aniline). Reactants: O=C([O-])[O-], CCOC(C)=O, Cc1cccc2c(O)noc12, ClCCBr, [K+], [K+], CN(C)C=O, O. The product is Cc1cccc2c(OCCCl)noc12. As a reaction SMILES: [C:21](=[O:22])([O-:23])[O-:24].[CH2:28]([O:29][C:30](=[O:31])[CH3:32])[CH3:33].[CH3:10][c:11]1[cH:12][cH:13][cH:14][c:15]2[c:16]([OH:20])[n:17][o:18][c:19]12.[Cl:1][CH2:2][CH2:3][Br:4].[K+:25].[K+:26].[O:5]=[CH:6][N:7]([CH3:8])[CH3:9].[OH2:27]>>[Cl:1][CH2:2][CH2:3][O:20][c:16]1[c:15]2[cH:14][cH:13][cH:12][c:11]([CH3:10])[c:19]2[o:18][n:17]1. Reactants: C(C1=CC=CC=C1)OC=1C=2N(C=CC1)C(=C(N2)C)CC#N (8-Benzyloxy-3-cyanomethyl-2-methylimidazo[1,2-a]pyridine), C1=CCC=CC1 (1,4-cyclohexadiene). The reagents and catalysts are [Pd] (palladium black). The solvent is CN(C=O)C (dimethylformamide). The product is C(#N)CC1=C(N=C2N1C=CC=C2O)C (3-cyanomethyl-2-methyl-8-hydroxy imidazo[1,2-a]pyridine). Yield: 100.0%. RXN SMILES: C([O:8][C:9]1[C:10]2[N:11]([C:15]([CH2:19][C:20]#[N:21])=[C:16]([CH3:18])[N:17]=2)[CH:12]=[CH:13][CH:14]=1)C1C=CC=CC=1.C1CC=CCC=1>[Pd].CN(C)C=O>[C:20]([CH2:19][C:15]1[N:11]2[CH:12]=[CH:13][CH:14]=[C:9]([OH:8])[C:10]2=[N:17][C:16]=1[CH3:18])#[N:21]. Reported procedure: 8-Benzyloxy-3-cyanomethyl-2-methylimidazo[1,2-a]pyridine (40 g, 0.14 mol), 1,4-cyclohexadiene (50 g, 0.62 mol), dimethylformamide (600 ml) and palladium black (2 g) are stirred together and heated. At 45° C., asudden exotherm occurs and the temperature rises rapidly to 75°-80°. Heating is discontinued and the mixture stirred for1 hr. The catalyst is removed by filtration and the cyclohexadiene removed in vacuo. The dimethylformamide is removed in vacuo (0.1 mm) at 55°to afford 3-cyanomethyl-2-me...